This data is from the Open Reaction Database (ORD), a public repository of structured organic reaction records. The task is: describe an organic reaction: reactants, conditions, products, and yield Reactants: O=C(Cc1ccccc1)N1CCc2cc(Br)ccc21, Nc1nccc2scc(Br)c12, C1COCCO1, CC(=O)[O-], CCOC(C)=O, [K+], [Na+], O=C([O-])O, O. The product is Nc1nccc2scc(-c3ccc4c(c3)CCN4C(=O)Cc3ccccc3)c12. As a reaction SMILES: [Br:1][c:2]1[cH:3][c:4]2[c:8]([cH:9][cH:10]1)[N:7]([C:11]([CH2:12][c:13]1[cH:14][cH:15][cH:16][cH:17][cH:18]1)=[O:19])[CH2:6][CH2:5]2.[Br:25][c:26]1[cH:27][s:28][c:29]2[c:30]1[c:31]([NH2:35])[n:32][cH:33][cH:34]2.[CH2:48]1[O:49][CH2:50][CH2:51][O:52][CH2:53]1.[CH3:21][C:22](=[O:23])[O-:24].[CH3:41][CH2:42][O:43][C:44](=[O:45])[CH3:46].[K+:20].[Na+:40].[O-:36][C:37]([OH:38])=[O:39].[OH2:47]>>[c:2]1(-[c:26]2[cH:27][s:28][c:29]3[c:30]2[c:31]([NH2:35])[n:32][cH:33][cH:34]3)[cH:3][c:4]2[c:8]([cH:9][cH:10]1)[N:7]([C:11]([CH2:12][c:13]1[cH:14][cH:15][cH:16][cH:17][cH:18]1)=[O:19])[CH2:6][CH2:5]2. Reaction SMILES: [Cl:56][CH2:57][Cl:58].[F:12][C:13]([c:14]1[cH:15][c:16]([CH:24]2[CH:25]([CH3:53])[N:26]([CH2:30][c:31]3[n:32][cH:33][cH:34][cH:35][c:36]3[N:37]([CH2:38][CH3:39])[CH2:40][CH:41]3[CH2:42][CH2:43][CH:44]([CH2:47][C:48](=[O:49])[O:50][CH2:51][CH3:52])[CH2:45][CH2:46]3)[C:27](=[O:29])[O:28]2)[cH:17][c:18]([C:20]([F:21])([F:22])[F:23])[cH:19]1)([F:54])[F:55].[OH:1][O:2][C:3]([c:4]1[cH:5][c:6]([Cl:7])[cH:8][cH:9][cH:10]1)=[O:11]>>[O-:1][n+:32]1[c:31]([CH2:30][N:26]2[CH:25]([CH3:53])[CH:24]([c:16]3[cH:15][c:14]([C:13]([F:12])([F:54])[F:55])[cH:19][c:18]([C:20]([F:21])([F:22])[F:23])[cH:17]3)[O:28][C:27]2=[O:29])[c:36]([N:37]([CH2:38][CH3:39])[CH2:40][CH:41]2[CH2:42][CH2:43][CH:44]([CH2:47][C:48](=[O:49])[O:50][CH2:51][CH3:52])[CH2:45][CH2:46]2)[cH:35][cH:34][cH:33]1. Product: CCOC(=O)CC1CCC(CN(CC)c2ccc[n+]([O-])c2CN2C(=O)OC(c3cc(C(F)(F)F)cc(C(F)(F)F)c3)C2C)CC1. The reactants are ClCCl, CCOC(=O)CC1CCC(CN(CC)c2cccnc2CN2C(=O)OC(c3cc(C(F)(F)F)cc(C(F)(F)F)c3)C2C)CC1, O=C(OO)c1cccc(Cl)c1. Reactants: ClC1=C(C(=O)NCC#C)C=CC=N1 (2-Chloro-N-(prop-2-ynyl)nicotinamide), COC=1C=C(N)C=C(C1OC)OC (3,4,5-trimethoxyaniline). Run in C(CO)O (ethylene glycol). Conditions: temperature 140 celsius. Yields the product C(C#C)NC(C1=C(N=CC=C1)NC1=CC(=C(C(=C1)OC)OC)OC)=O (N-(prop-2-ynyl)-2-(3,4,5-trimethoxyphenylamino)nicotinamide). As a reaction SMILES: Cl[C:2]1[N:13]=[CH:12][CH:11]=[CH:10][C:3]=1[C:4]([NH:6][CH2:7][C:8]#[CH:9])=[O:5].[CH3:14][O:15][C:16]1[CH:17]=[C:18]([CH:20]=[C:21]([O:25][CH3:26])[C:22]=1[O:23][CH3:24])[NH2:19]>C(O)CO>[CH2:7]([NH:6][C:4](=[O:5])[C:3]1[CH:10]=[CH:11][CH:12]=[N:13][C:2]=1[NH:19][C:18]1[CH:20]=[C:21]([O:25][CH3:26])[C:22]([O:23][CH3:24])=[C:16]([O:15][CH3:14])[CH:17]=1)[C:8]#[CH:9]. Procedure: Compound 8 (194 mg, 1 mmol) and 3,4,5-trimethoxyaniline (9j, 183 mg, 1 mmol) were taken in ethylene glycol and heated at 140° C. for 6 h. Then the reaction mixture was cooled and extracted with ethyl acetate from the aqueous layer and concentrated in vacuum. The compound was further purified by column chromatography using 60-120 silica gel to obtain N-(prop-2-ynyl)-2-(3,4,5-trimethoxyphenylamino)nicotinamide 10j as pure product. To a solution of N-(prop-2-ynyl)-2-(3,4,5-trimethoxyphenylamino)nic... Starting materials: C(C)OC(C1=CC=C(C=C1)N)=O (4-amino-benzoic acid ethyl ester), ClC(=O)OC(Cl)(Cl)Cl (trichloromethyl chloroformate). Solvent: C1CCOC1 (THF). Yields the product C(C)OC(C1=CC=C(C=C1)N=C=O)=O (4-Isocyanato-benzoic acid ethyl ester). As a reaction SMILES: [CH2:1]([O:3][C:4](=[O:12])[C:5]1[CH:10]=[CH:9][C:8]([NH2:11])=[CH:7][CH:6]=1)[CH3:2].Cl[C:14](OC(Cl)(Cl)Cl)=[O:15]>C1COCC1>[CH2:1]([O:3][C:4](=[O:12])[C:5]1[CH:10]=[CH:9][C:8]([N:11]=[C:14]=[O:15])=[CH:7][CH:6]=1)[CH3:2]. Reported procedure: To a solution of 1.5 g (9.08 mmol) 4-amino-benzoic acid ethyl ester in 16 ml of THF was added 0.621 ml (5 mmol) of trichloromethyl chloroformate. The reaction mixture was stirred under reflux for 1 h and then concentrated under reduced pressure to dryness. The crude 4-Isocyanato-benzoic acid ethyl ester was used in the next step. Reactants: ClCCl, O=C(O)C(F)(F)F, CC(C)(C)OC(=O)N1CCC(=Cc2cccc(Oc3ccc(N4CCC4)cn3)c2)CC1. Yields the product C(=C1CCNCC1)c1cccc(Oc2ccc(N3CCC3)cn2)c1. RXN SMILES: [Cl:39][CH2:40][Cl:41].[F:32][C:33]([F:34])([F:35])[C:36]([OH:37])=[O:38].[N:1]1([c:5]2[cH:6][cH:7][c:8]([O:11][c:12]3[cH:13][c:14]([CH:15]=[C:16]4[CH2:17][CH2:18][N:19]([C:22]([O:23][C:24]([CH3:25])([CH3:26])[CH3:27])=[O:28])[CH2:20][CH2:21]4)[cH:29][cH:30][cH:31]3)[n:9][cH:10]2)[CH2:2][CH2:3][CH2:4]1>>[N:1]1([c:5]2[cH:6][cH:7][c:8]([O:11][c:12]3[cH:13][c:14]([CH:15]=[C:16]4[CH2:17][CH2:18][NH:19][CH2:20][CH2:21]4)[cH:29][cH:30][cH:31]3)[n:9][cH:10]2)[CH2:2][CH2:3][CH2:4]1. Starting materials: O=C(c1ncc[nH]1)c1ncc[nH]1, CCOc1cc(C(CC(=O)O)N2C(=O)c3ccc([N+](=O)[O-])cc3C2=O)ccc1OC, NOCc1ccccc1, Cl, C1CCOC1. As a reaction SMILES: [C:31]([c:32]1[nH:33][cH:34][cH:35][n:36]1)([c:37]1[nH:38][cH:39][cH:40][n:41]1)=[O:42].[CH2:1]([CH3:2])[O:3][c:4]1[cH:5][c:6]([CH:12]([CH2:13][C:14](=[O:15])[OH:16])[N:17]2[C:18](=[O:30])[c:19]3[c:20]([cH:23][c:24]([N+:27](=[O:28])[O-:29])[cH:25][cH:26]3)[C:21]2=[O:22])[cH:7][cH:8][c:9]1[O:10][CH3:11].[CH2:44]([c:45]1[cH:46][cH:47][cH:48][cH:49][cH:50]1)[O:51][NH2:52].[ClH:43].[O:53]1[CH2:54][CH2:55][CH2:56][CH2:57]1>>[CH2:1]([CH3:2])[O:3][c:4]1[cH:5][c:6]([CH:12]([CH2:13][C:14](=[O:16])[NH:52][O:51][CH2:44][c:45]2[cH:46][cH:47][cH:48][cH:49][cH:50]2)[N:17]2[C:18](=[O:30])[c:19]3[c:20]([cH:23][c:24]([N+:27](=[O:28])[O-:29])[cH:25][cH:26]3)[C:21]2=[O:22])[cH:7][cH:8][c:9]1[O:10][CH3:11]. Yields the product CCOc1cc(C(CC(=O)NOCc2ccccc2)N2C(=O)c3ccc([N+](=O)[O-])cc3C2=O)ccc1OC. The reactants are C(C(=O)Cl)(=O)Cl (Oxalyl chloride), COCC1N(CCC1)C1=NC=C(C(=O)O)C=C1C (6-[2-(methoxymethyl)pyrrolidin-1-yl]-5-methylnicotinic acid), FC=1C=CC(=C(C1)C(N)=NO)OC (5-fluoro-N′-hydroxy-2-methoxybenzenecarboximidamide), CCN(C(C)C)C(C)C (DIEA). The product is FC=1C=CC(=C(C1)C1=NOC(=N1)C=1C=C(C(=NC1)N1C(CCC1)COC)C)OC (5-[3-(5-fluoro-2-methoxyphenyl)-1,2,4-oxadiazol-5-yl]-2-[2-(methoxymethyl)pyrrolidin-1-yl]-3-methylpyridine). As a reaction SMILES: C(Cl)(=O)C(Cl)=O.[CH3:7][O:8][CH2:9][CH:10]1[CH2:14][CH2:13][CH2:12][N:11]1[C:15]1[C:23]([CH3:24])=[CH:22][C:18]([C:19]([OH:21])=O)=[CH:17][N:16]=1.[F:25][C:26]1[CH:27]=[CH:28][C:29]([O:36][CH3:37])=[C:30]([C:32](=[N:34]O)[NH2:33])[CH:31]=1.CCN(C(C)C)C(C)C>>[F:25][C:26]1[CH:27]=[CH:28][C:29]([O:36][CH3:37])=[C:30]([C:32]2[N:33]=[C:19]([C:18]3[CH:22]=[C:23]([CH3:24])[C:15]([N:11]4[CH2:12][CH2:13][CH2:14][CH:10]4[CH2:9][O:8][CH3:7])=[N:16][CH:17]=3)[O:21][N:34]=2)[CH:31]=1. Procedure details: Oxalyl chloride (122 μL; 1.44 mmol; 3 eq.), Intermediate 40 (120 mg; 0.48 mmol; 1 eq.), Intermediate 23 (88 mg; 0.48 mmol, 1 eq.) and DIEA (245 μL; 1.44 mmol; 3 eq.) were reacted according to general procedure 2. Purification by column chromatography c-hexane/ethyl acetate, 50/50) afforded the title compound as a yellow oil.